This data is from the Open Reaction Database (ORD), a public repository of structured organic reaction records. The task is: describe an organic reaction: reactants, conditions, products, and yield The reactants are ClC1=CC=C(C=O)C=C1 (4-chlorobenzaldehyde), NC(=CC(C)=O)C (4-aminopent-3-en-2-one), C(CC(=O)C)(=O)OC (methyl acetoacetate). The product is C(C)(=O)C=1C(C(=C(NC1C)C)C(=O)OC)C1=CC=C(C=C1)Cl (Methyl 5-acetyl-2,6-dimethyl-4-(4-chlorophenyl)-1,4-dihydropyridine-3-carboxylate). Reported procedure: 5.64 g (40 mmol) of 4-chlorobenzaldehyde, 4.0 g (40 mmol) of 4-aminopent-3-en-2-one and 4.6 g (40 mmol) of methyl acetoacetate are heated to reflux for 12 h in 100 ml of isopropanol. The reaction mixture is allowed to cool and is concentrated. 1.85 g of the title compound crystallize from Et2O. RXN SMILES: [Cl:1][C:2]1[CH:9]=[CH:8][C:5]([CH:6]=O)=[CH:4][CH:3]=1.[NH2:10][C:11]([CH3:16])=[CH:12][C:13](=[O:15])[CH3:14].[C:17]([O:23][CH3:24])(=[O:22])[CH2:18][C:19]([CH3:21])=O>C(O)(C)C>[C:13]([C:12]1[CH:6]([C:5]2[CH:8]=[CH:9][C:2]([Cl:1])=[CH:3][CH:4]=2)[C:18]([C:17]([O:23][CH3:24])=[O:22])=[C:19]([CH3:21])[NH:10][C:11]=1[CH3:16])(=[O:15])[CH3:14]. Solvent: C(C)(C)O (isopropanol). The reactants are O=C(Cl)CCl, Nc1ccc(C2=NNC(=O)CC2)cc1, c1ccccc1. The product is O=C1CCC(c2ccc(NC(=O)CCl)cc2)=NN1. As a reaction SMILES: [Cl:15][CH2:16][C:17](=[O:18])[Cl:19].[NH2:1][c:2]1[cH:3][cH:4][c:5]([C:8]2=[N:13][NH:12][C:11](=[O:14])[CH2:10][CH2:9]2)[cH:6][cH:7]1.[cH:20]1[cH:21][cH:22][cH:23][cH:24][cH:25]1>>[NH:1]([c:2]1[cH:3][cH:4][c:5]([C:8]2=[N:13][NH:12][C:11](=[O:14])[CH2:10][CH2:9]2)[cH:6][cH:7]1)[C:17]([CH2:16][Cl:15])=[O:18]. Reactants: ClCCl, C[Si](C)(C)I, CC(C)(C)OC(=O)N1C2CCC1CC1(CNC(=NC(=O)c3nc(Cl)c(N)nc3N)N1)C2, CN(C)C=O. Yields the product Nc1nc(N)c(C(=O)N=C2NCC3(CC4CCC(C3)N4)N2)nc1Cl. As a reaction SMILES: [Cl:42][CH2:43][Cl:44].[I:1][Si:2]([CH3:3])([CH3:4])[CH3:5].[NH2:6][c:7]1[c:8]([C:15](=[O:16])[N:17]=[C:18]2[NH:19][CH2:20][C:21]3([CH2:22][CH:23]4[CH2:24][CH2:25][CH:26]([CH2:27]3)[N:28]4[C:29]([O:30][C:31]([CH3:32])([CH3:33])[CH3:34])=[O:35])[NH:36]2)[n:9][c:10]([Cl:14])[c:11]([NH2:13])[n:12]1.[O:37]=[CH:38][N:39]([CH3:40])[CH3:41]>>[NH2:6][c:7]1[c:8]([C:15](=[O:16])[N:17]=[C:18]2[NH:19][CH2:20][C:21]3([CH2:22][CH:23]4[CH2:24][CH2:25][CH:26]([CH2:27]3)[NH:28]4)[NH:36]2)[n:9][c:10]([Cl:14])[c:11]([NH2:13])[n:12]1. The reactants are CC(=O)N(CC(=O)OC(C)(C)C)c1ccc(C=CC(=O)NCC(=O)N(C)c2ccc(Cl)c(COc3cccc4ccc(C)nc34)c2Cl)cc1, ClCCl, O=C(O)C(F)(F)F. The product is CC(=O)N(CC(=O)O)c1ccc(C=CC(=O)NCC(=O)N(C)c2ccc(Cl)c(COc3cccc4ccc(C)nc34)c2Cl)cc1. As a reaction SMILES: [C:1]([CH3:2])(=[O:3])[N:4]([CH2:5][C:6](=[O:7])[O:8][C:9]([CH3:10])([CH3:11])[CH3:12])[c:13]1[cH:14][cH:15][c:16]([CH:17]=[CH:18][C:19](=[O:20])[NH:21][CH2:22][C:23](=[O:24])[N:25]([CH3:26])[c:27]2[c:28]([Cl:47])[c:29]([CH2:30][O:31][c:32]3[cH:33][cH:34][cH:35][c:36]4[cH:37][cH:38][c:39]([CH3:42])[n:40][c:41]34)[c:43]([Cl:46])[cH:44][cH:45]2)[cH:48][cH:49]1.[Cl:57][CH2:58][Cl:59].[OH:50][C:51]([C:52]([F:53])([F:54])[F:55])=[O:56]>>[C:1]([CH3:2])(=[O:3])[N:4]([CH2:5][C:6](=[O:7])[OH:8])[c:13]1[cH:14][cH:15][c:16]([CH:17]=[CH:18][C:19](=[O:20])[NH:21][CH2:22][C:23](=[O:24])[N:25]([CH3:26])[c:27]2[c:28]([Cl:47])[c:29]([CH2:30][O:31][c:32]3[cH:33][cH:34][cH:35][c:36]4[cH:37][cH:38][c:39]([CH3:42])[n:40][c:41]34)[c:43]([Cl:46])[cH:44][cH:45]2)[cH:48][cH:49]1. Reactants: Cl.C(C1=CC=CC=C1)ON1C(CCCC1)=N (1-(benzyloxy)piperidin-2-imine hydrochloride). Reagents/catalysts: [Pd] (palladium on charcoal). Run in CO (methanol). Reaction conditions: time 3 hour. The product is Cl.N=C1N(CCCC1)O (2-iminopiperidin-1-ol hydrochloride). As a reaction SMILES: [ClH:1].C([O:9][N:10]1[CH2:15][CH2:14][CH2:13][CH2:12][C:11]1=[NH:16])C1C=CC=CC=1>CO.[Pd]>[ClH:1].[NH:16]=[C:11]1[CH2:12][CH2:13][CH2:14][CH2:15][N:10]1[OH:9] |f:0.1,4.5|. Reported procedure: A solution of 1-(benzyloxy)piperidin-2-imine hydrochloride in methanol, containing palladium on charcoal (10%, w/w) was stirred under hydrogen at atmospheric pressure for 3 h. The catalyst was filtered off and the solution was concentrated to dryness under reduced pressure. The residue was triturated with diethyl ether, filtered and dried under high vacuum to afford 2-iminopiperidin-1-ol hydrochloride as a pale yellow solid. The reactants are [Br-], CON(C)C(=O)c1cc(Cl)ccc1Br, C[Mg+], Cl, C1CCOC1, O. Product: CC(=O)c1cc(Cl)ccc1Br. As a reaction SMILES: [Br-:1].[Br:4][c:5]1[c:6]([C:7](=[O:8])[N:9]([O:10][CH3:11])[CH3:12])[cH:13][c:14]([Cl:17])[cH:15][cH:16]1.[CH3:2][Mg+:3].[ClH:18].[O:20]1[CH2:21][CH2:22][CH2:23][CH2:24]1.[OH2:19]>>[CH3:2][C:7]([c:6]1[c:5]([Br:4])[cH:16][cH:15][c:14]([Cl:17])[cH:13]1)=[O:8].